This data is from the Open Reaction Database (ORD), a public repository of structured organic reaction records. The task is: describe an organic reaction: reactants, conditions, products, and yield Reactants: CC1=CC=C(C=S)C=C1 (4-methylthiobenzaldehyde), C(#C)C1(CCCC1)O (1-ethynyl-cyclopentan-1-ol), C(CCC)[Li] (butyllithium), C1CCOC1 (THF). Solvent: CCCCCC (hexane). Run at time 20 minute. The product is OC(C#CC1(CCCC1)O)C1=CC=C(C=C1)SC (1-[3-hydroxy-3-{4-(methylthio)phenyl}-prop-1-ynyl]-cyclopentanol). Reaction SMILES: [C:1]([C:3]1([OH:8])[CH2:7][CH2:6][CH2:5][CH2:4]1)#[CH:2].[CH2:9]([Li])[CH2:10][CH2:11]C.CC1C=CC([CH:19]=[S:20])=CC=1.[CH2:23]1[CH2:27][O:26][CH2:25][CH2:24]1>CCCCCC>[OH:26][CH:25]([C:24]1[CH:23]=[CH:27][C:11]([S:20][CH3:19])=[CH:10][CH:9]=1)[C:2]#[C:1][C:3]1([OH:8])[CH2:7][CH2:6][CH2:5][CH2:4]1. Procedure details: To a stirred solution of 1-ethynyl-cyclopentan-1-ol (2.0 g) in 15 ml dry THF at −78° C. under argon, was added 18 ml of 2.5 M butyllithium in hexane dropwise over 20 minutes. The reaction solution was stirred for another 20 minutes, which was followed by the addition of 4-methylthiobenzaldehyde (2.7 g) dropwlse. After stirring for another 2 hours, the reaction was quenched by adding 20 ml of dilute aqueous HCl. The reaction solvent was removed in vacuo, and the resulting aqueous solution was ext...